This data is from the Open Reaction Database (ORD), a public repository of structured organic reaction records. The task is: describe an organic reaction: reactants, conditions, products, and yield The reactants are CCCCCCCCCCCCCCCCCCOCC(COC(=O)NCCBr)OCc1ccccc1, CC(=O)O. The product is CCCCCCCCCCCCCCCCCCOCC(O)COC(=O)NCCBr. RXN SMILES: [CH2:1]([c:2]1[cH:3][cH:4][cH:5][cH:6][cH:7]1)[O:8][CH:9]([CH2:10][O:11][CH2:12][CH2:13][CH2:14][CH2:15][CH2:16][CH2:17][CH2:18][CH2:19][CH2:20][CH2:21][CH2:22][CH2:23][CH2:24][CH2:25][CH2:26][CH2:27][CH2:28][CH3:29])[CH2:30][O:31][C:32]([NH:33][CH2:34][CH2:35][Br:36])=[O:37].[CH3:38][C:39](=[O:40])[OH:41]>>[OH:8][CH:9]([CH2:10][O:11][CH2:12][CH2:13][CH2:14][CH2:15][CH2:16][CH2:17][CH2:18][CH2:19][CH2:20][CH2:21][CH2:22][CH2:23][CH2:24][CH2:25][CH2:26][CH2:27][CH2:28][CH3:29])[CH2:30][O:31][C:32]([NH:33][CH2:34][CH2:35][Br:36])=[O:37]. Product: C1C2[C@H]1C(C=C1C(C[C@H]3[C@@H]4CCC([C@@]4(C)CC[C@@H]3[C@@]21C)=O)=O)=O (1,2β-methylenandrost-4-ene-3,6,17-trione). Reaction conditions: time 24 hour. Run in C(C)(C)(C)O (tert-butanol). Reported procedure: To a solution of 1,2β-methylenandrost-4-ene-3,17-dione (0.2 g) in tert-butanol (5 ml) potassium tert-butoxide (0.26 g) is added and the mixture stirred vigorously for 24 hours at room temperature. Then ice water and diethyl ether are added, the ethereal extract washed with water, dried, and concentrated under reduced pressure. The residue is chromatographed on silica gel using n-hexane/ethyl acetate to give 0.15 g of 1,2β-methylenandrost-4-ene-3,6,17-trione. Found: C 81.01, H 8.05. C20H24O2 requ... As a reaction SMILES: [CH2:1]1[C@@H:3]2[C:4](=[O:22])[CH:5]=[C:6]3[C@:19]([CH3:20])([CH:2]12)[C@@H:18]1[C@H:9]([C@H:10]2[C@@:14]([CH2:16][CH2:17]1)([CH3:15])[C:13](=[O:21])[CH2:12][CH2:11]2)[CH2:8][CH2:7]3.C([O:25]CC)C>C(O)(C)(C)C>[CH2:1]1[C@@H:3]2[C:4](=[O:22])[CH:5]=[C:6]3[C@:19]([CH3:20])([CH:2]12)[C@@H:18]1[C@H:9]([C@H:10]2[C@@:14]([CH2:16][CH2:17]1)([CH3:15])[C:13](=[O:21])[CH2:12][CH2:11]2)[CH2:8][C:7]3=[O:25]. Reactants: ice water, C(C)OCC (diethyl ether), C1C2[C@H]1C(C=C1CC[C@H]3[C@@H]4CCC([C@@]4(C)CC[C@@H]3[C@@]21C)=O)=O (1,2β-methylenandrost-4-ene-3,17-dione).